Dataset: the Open Reaction Database (ORD), a public repository of structured organic reaction records. Task: describe an organic reaction: reactants, conditions, products, and yield Starting materials: CC(C)N(NC(=O)c1ccccc1)C(=O)CSc1ccccc1Br, O=C([O-])[O-], COCCOC, [Na+], [Na+], OB(O)c1ccccc1. Reaction SMILES: [Br:1][c:2]1[c:3]([S:8][CH2:9][C:10](=[O:11])[N:12]([NH:13][C:14]([c:15]2[cH:16][cH:17][cH:18][cH:19][cH:20]2)=[O:21])[CH:22]([CH3:23])[CH3:24])[cH:4][cH:5][cH:6][cH:7]1.[C:25](=[O:26])([O-:27])[O-:28].[CH3:40][O:41][CH2:42][CH2:43][O:44][CH3:45].[Na+:29].[Na+:30].[OH:31][B:32]([OH:33])[c:34]1[cH:35][cH:36][cH:37][cH:38][cH:39]1>>[c:2]1(-[c:34]2[cH:35][cH:36][cH:37][cH:38][cH:39]2)[c:3]([S:8][CH2:9][C:10](=[O:11])[N:12]([NH:13][C:14]([c:15]2[cH:16][cH:17][cH:18][cH:19][cH:20]2)=[O:21])[CH:22]([CH3:23])[CH3:24])[cH:4][cH:5][cH:6][cH:7]1. The product is CC(C)N(NC(=O)c1ccccc1)C(=O)CSc1ccccc1-c1ccccc1. Reactants: C(CC=C)OC=1C(=NNC1)C=1C=NC=CC1 (3-(4-but-3-enyloxy-1H-pyrazol-3-yl)-pyridine), 22A, title compound ( 33D ), CSC=1C(=NNC1)C=1C=NC=CC1 (3-(4-methylsulfanyl-1H-pyrazol-3-yl)-pyridine). Yields the product C(CC=C)OC=1C(=NNC1)C=1CN(CCC1)C (3-(4-But-3-enyloxy-1H-pyrazol-3-yl)-1,2,5,6-tetrahydro-1-methylpyridine). As a reaction SMILES: [CH2:1]([O:5][C:6]1[C:7]([C:11]2[CH:12]=[N:13][CH:14]=[CH:15][CH:16]=2)=[N:8][NH:9][CH:10]=1)[CH2:2][CH:3]=[CH2:4].[CH3:17]SC1C(C2C=NC=CC=2)=NNC=1>>[CH2:1]([O:5][C:6]1[C:7]([C:11]2[CH2:12][N:13]([CH3:17])[CH2:14][CH2:15][CH:16]=2)=[N:8][NH:9][CH:10]=1)[CH2:2][CH:3]=[CH2:4]. Procedure: Compound 32D was converted to the title compound (33D), using the methodology described for the conversion of 21A to 22A (see Scheme 3). Starting materials: FC1=C(C=CC=C1N)N(C1CCN(CC1)C)C (2-fluoro-N-methyl-N-(1-methyl-piperidin-4-yl)-benzene-1,3-diamine), FC1=C(C(=O)Cl)C(=CC(=C1)F)F (2,4,6-trifluorobenzoyl chloride). Run in O1CCOCC1 (1,4-dioxane), CO (methanol). Yields the product FC1=C(C(=O)NC2=C(C(=CC=C2)N(C2CCN(CC2)C)C)F)C(=CC(=C1)F)F (2,4,6-Trifluoro-N-(2-fluoro-3-(methyl-(1-methyl-piperidin-4-yl)-amino)-phenyl)-benzamide). The yield is 94.0%. As a reaction SMILES: [F:1][C:2]1[C:7]([NH2:8])=[CH:6][CH:5]=[CH:4][C:3]=1[N:9]([CH3:17])[CH:10]1[CH2:15][CH2:14][N:13]([CH3:16])[CH2:12][CH2:11]1.[F:18][C:19]1[CH:27]=[C:26]([F:28])[CH:25]=[C:24]([F:29])[C:20]=1[C:21](Cl)=[O:22]>O1CCOCC1.CO>[F:18][C:19]1[CH:27]=[C:26]([F:28])[CH:25]=[C:24]([F:29])[C:20]=1[C:21]([NH:8][C:7]1[CH:6]=[CH:5][CH:4]=[C:3]([N:9]([CH3:17])[CH:10]2[CH2:15][CH2:14][N:13]([CH3:16])[CH2:12][CH2:11]2)[C:2]=1[F:1])=[O:22]. Procedure details: Heat a mixture of 2-fluoro-N-methyl-N-(1-methyl-piperidin-4-yl)-benzene-1,3-diamine (Preparation 22, 60 mg) and 2,4,6-trifluorobenzoyl chloride (59 mg) in 1,4-dioxane (5 mL) for 2 hr. Dilute the reaction mixture with methanol (5 mL) and load on a SCX column (10 g). After wash with methanol, elute the product with 2M NH3 in methanol, evaporate and purify on a silica gel column (4 g, solvent: dichloromethane-2M NH3 in methanol, gradient) to give 94 mg of the title compound: mass spectrum (electric... Reactants: FC1=C(COC=2C(=NC=CC2)N)C(=CC=C1)F (3-[(2,6-Difluorobenzyl)oxy]pyridine-2-amine), CS(=O)C (dimethyl sulphoxide), O (water), ClC(C(=O)OCC)C(=O)C1CC1 (Ethyl 2-chloro-3-cyclopropyl-3-oxopropanoate), ClC(C(=O)OCC)C(=O)C1CC1 (Ethyl 2-chloro-3-cyclopropyl-3-oxopropanoate). Run in C(C)O (ethanol), CO (methanol). Yields the product C1(CC1)C=1N=C2N(C=CC=C2OCC2=C(C=CC=C2F)F)C1C(=O)OCC (Ethyl 2-cyclopropyl-8-[(2,6-difluorobenzyl)oxy]imidazo[1,2-a]pyridine-3-carboxylate). Reaction SMILES: [F:1][C:2]1[CH:16]=[CH:15][CH:14]=[C:13]([F:17])[C:3]=1[CH2:4][O:5][C:6]1[C:7]([NH2:12])=[N:8][CH:9]=[CH:10][CH:11]=1.Cl[CH:19]([C:25]([CH:27]1[CH2:29][CH2:28]1)=O)[C:20]([O:22][CH2:23][CH3:24])=[O:21].CS(C)=O.O>C(O)C.CO>[CH:27]1([C:25]2[N:12]=[C:7]3[C:6]([O:5][CH2:4][C:3]4[C:13]([F:17])=[CH:14][CH:15]=[CH:16][C:2]=4[F:1])=[CH:11][CH:10]=[CH:9][N:8]3[C:19]=2[C:20]([O:22][CH2:23][CH3:24])=[O:21])[CH2:29][CH2:28]1. Procedure: 1.69 g of 3-[(2,6-difluorobenzyl)oxy]pyridine-2-amine (Example 4A; 7.13 mmol, 1 equivalent) were initially charged in 44.4 ml of ethanol, and 425 mg of powdered molecular sieve 3 Å and 6.8 g of ethyl 2-chloro-3-cyclopropyl-3-oxopropanoate (crude product from Example 26A) were added. The resulting reaction mixture was heated at reflux for 48 h and then concentrated, and the residue was chromatographed (cyclohexane/ethyl acetate as mobile phase). The product-containing fractions were combined and ... The reactants are O (H2O), [OH-].[Na+] (NaOH), OO (H2O2), NC1=NC=C(C2=CC(=CC=C12)N1C=C(C=2C(CC(CC12)(C)C)=O)C)C#N (1-amino-6-(3,6,6-trimethyl-4-oxo-4,5,6,7-tetrahydro-indol-1-yl)-isoquinoline-4-carbonitrile). Solvent: CCO.CS(=O)C (EtOH DMSO). Reaction conditions: time 2 hour. Yields the product NC1=NC=C(C2=CC(=CC=C12)N1C=C(C=2C(CC(CC12)(C)C)=O)C)C(=O)N (1-amino-6-(3,6,6-trimethyl-4-oxo-4,5,6,7-tetrahydro-indol-1-yl)-isoquinoline-4-carboxylic acid amide). Isolated yield 29.0%. RXN SMILES: [NH2:1][C:2]1[C:11]2[C:6](=[CH:7][C:8]([N:12]3[C:20]4[CH2:19][C:18]([CH3:22])([CH3:21])[CH2:17][C:16](=[O:23])[C:15]=4[C:14]([CH3:24])=[CH:13]3)=[CH:9][CH:10]=2)[C:5]([C:25]#[N:26])=[CH:4][N:3]=1.[OH-:27].[Na+].OO.O>CCO.CS(C)=O>[NH2:1][C:2]1[C:11]2[C:6](=[CH:7][C:8]([N:12]3[C:20]4[CH2:19][C:18]([CH3:21])([CH3:22])[CH2:17][C:16](=[O:23])[C:15]=4[C:14]([CH3:24])=[CH:13]3)=[CH:9][CH:10]=2)[C:5]([C:25]([NH2:26])=[O:27])=[CH:4][N:3]=1 |f:1.2,5.6|. Procedure: A suspension of 1-amino-6-(3,6,6-trimethyl-4-oxo-4,5,6,7-tetrahydro-indol-1-yl)-isoquinoline-4-carbonitrile (0.066 g, 0.19 mmol) in EtOH/DMSO (3:1, 2 mL) is treated with an aqueous solution of NaOH (1 M, 0.03 mL) and H2O2 (30%, 0.1 mL). The reaction mixture is stirred at RT for 2 h. The reaction mixture is treated with H2O (20 mL). The aqueous phase is extracted with EtOAc (2×). The combined organic layers are dried over MgSO4. The solvent is evaporated and the residue is dried under vacuum. Pur...